Dataset: the Open Reaction Database (ORD), a public repository of structured organic reaction records. Task: describe an organic reaction: reactants, conditions, products, and yield Reactants: C(#N)CP(OCC)(OCC)=O (diethyl cyanomethylphosphonate), [H-].[Na+] (sodium hydride), C(=O)C1=CC=C(C(=O)OC)C=C1 (methyl p-formylbenzoate). The solvent is COCCOC (1,2-dimethoxyethane), COCCOC (1,2-dimethoxyethane). The product is COC(=O)C1=CC=C(C=CC#N)C=C1 (4-methoxycarbonylcinnamonitrile). RXN SMILES: [C:1]([CH2:3]P(=O)(OCC)OCC)#[N:2].[H-].[Na+].[CH:14]([C:16]1[CH:25]=[CH:24][C:19]([C:20]([O:22][CH3:23])=[O:21])=[CH:18][CH:17]=1)=O>COCCOC>[CH3:23][O:22][C:20]([C:19]1[CH:24]=[CH:25][C:16]([CH:14]=[CH:3][C:1]#[N:2])=[CH:17][CH:18]=1)=[O:21] |f:1.2|. Procedure details: To a stirred solution of diethyl cyanomethylphosphonate (96 ml) in 1,2-dimethoxyethane (375 ml) was added sodium hydride (60% : 22g) portionwise below 5° C. and the stirring was continued at 0° C. for half an hour and then at ambient temperature for half an hour. The reaction mixture was recooled to 0° C. and a solution of methyl p-formylbenzoate (75 g) in 1,2-dimethoxyethane (375 ml) was added to the reaction mixture below 6° C. The reaction mixture was quenched with saturated aqueous sodium bi... The reactants are C(C)OC1=CC=C(C=C1)C=1C=CC2=C(C=C(CCN2S(=O)(=O)C)C(=O)O)C1 (7-(4-ethoxyphenyl)-1-methanesulfonyl-2,3-dihydro-1H-1-benzazepine-4-carboxylic acid), S(=O)(Cl)Cl (thionyl chloride), CN(C)C=O (DMF), CN(C)C=O (DMF). Reaction conditions: time 8 hour. Product: C(C)OC1=CC=C(C=C1)C=1C=CC2=C(C=C(CCN2S(=O)(=O)C)C(=O)NC2=CC=C(C=C2)CN(C2CCOCC2)C)C1 (7-(4-ethoxyphenyl)-1-methanesulfonyl-N-[4-[[N-methyl-N-(tetrahydro-2H-pyran-4-yl]amino]methyl]phenyl]-2,3-dihydro-1H-1-benzazepine-4-carboxamide). Reaction SMILES: [CH2:1]([O:3][C:4]1[CH:9]=[CH:8][C:7]([C:10]2[CH:11]=[CH:12][C:13]3[N:19]([S:20]([CH3:23])(=[O:22])=[O:21])[CH2:18][CH2:17][C:16]([C:24](O)=[O:25])=[CH:15][C:14]=3[CH:27]=2)=[CH:6][CH:5]=1)[CH3:2].S(Cl)(Cl)=O.[CH3:32][N:33]([CH:35]=O)[CH3:34]>>[CH2:1]([O:3][C:4]1[CH:5]=[CH:6][C:7]([C:10]2[CH:11]=[CH:12][C:13]3[N:19]([S:20]([CH3:23])(=[O:21])=[O:22])[CH2:18][CH2:17][C:16]([C:24]([NH:19][C:13]4[CH:14]=[CH:27][C:10]([CH2:35][N:33]([CH3:32])[CH:34]5[CH2:5][CH2:4][O:3][CH2:1][CH2:2]5)=[CH:11][CH:12]=4)=[O:25])=[CH:15][C:14]=3[CH:27]=2)=[CH:8][CH:9]=1)[CH3:2]. Procedure details: In DMF (12 ml) was suspended 7-(4-ethoxyphenyl)-1-methanesulfonyl-2,3-dihydro-1H-1-benzazepine-4-carboxylic acid (0.13 g). To the suspension was added, under ice-cooling, thionyl chloride (0.04 ml) and DMF (catalytic amount), and the mixture was stirred at room temperature for 2 hours. Under reduced pressure, the solvent was evaporated, and the residue was dissolved in THF (15 ml). The solution was added dropwise to a solution of 4-[N-methyl-N-(tetrahydro-2H-pyran-4-yl)aminomethyl]aniline (0.08 ... Reactants: BrC=1C=CC=2C(=[N+](ON2)[O-])C1F (6-Bromo-7-fluorobenzo[c][1,2,5]oxadiazole 1-oxide), P(OC)(OC)OC (trimethyl phosphite). Run at temperature 95 celsius. The product is BrC1=C(C=2C(=NON2)C=C1)F (5-Bromo-4-fluorobenzo[c][1,2,5]oxadiazole), crystals. Isolated yield 43.0%. Reaction SMILES: [Br:1][C:2]1[CH:3]=[CH:4][C:5]2[C:6]([C:11]=1[F:12])=[N+:7]([O-])[O:8][N:9]=2.P(OC)(OC)OC>>[Br:1][C:2]1[CH:3]=[CH:4][C:5]2=[N:9][O:8][N:7]=[C:6]2[C:11]=1[F:12]. Procedure: 6-Bromo-7-fluorobenzo[c][1,2,5]oxadiazole 1-oxide (1.2 g, 5.0 mmol) was added to neat trimethyl phosphite (6.2 g, 50 mmol) and heated to 95° C. for 2 h. After cooling the solution was deposited on silica gel and chromatographed with a 0-10% ethyl acetate-hexane gradient to give the partially purified product which was further purified by Kugelrohr distillation to give the title compound as low melting, white crystals (460 mg, 43%): 1H NMR (400 MHz, CDCl3) δ 7.61 (m, 1H), 7.51 (dd, J=9.4, 5.6 Hz,... Starting materials: FC=1C=NN(C1)C1(CC1)C(=O)O (1-(4-Fluoro-1H-pyrazol-1-yl)cyclopropanecarboxylic acid), N1C(COCC1)=O (morpholin-3-one). Yields the product O=C1COCCN1C1(CC1)C(=O)O (1-(3-Oxomorpholino)cyclopropanecarboxylic acid). RXN SMILES: FC1C=NN([C:7]2([C:10]([OH:12])=[O:11])[CH2:9][CH2:8]2)C=1.[NH:13]1[CH2:18][CH2:17][O:16][CH2:15][C:14]1=[O:19]>>[O:19]=[C:14]1[N:13]([C:7]2([C:10]([OH:12])=[O:11])[CH2:9][CH2:8]2)[CH2:18][CH2:17][O:16][CH2:15]1. Procedure details: The title compound was prepared by a method analogous to the one used for Intermediate 4, but using morpholin-3-one in Step 1. MS (ES+) (M+H) 186.3; LCMS retention time: 0.59 minutes (Method M). Starting materials: Cn1cc(Br)cc(Br)c1=O, O=C([O-])[O-], CN1CCC(c2ccc(N)nc2)CC1, ClCCl, [Cs+], [Cs+], C1COCCO1, O=C(C=Cc1ccccc1)C=Cc1ccccc1, O=C(C=Cc1ccccc1)C=Cc1ccccc1, O=C(C=Cc1ccccc1)C=Cc1ccccc1, [Pd], [Pd]. The product is CN1CCC(c2ccc(Nc3cc(Br)cn(C)c3=O)nc2)CC1. Reaction SMILES: [Br:15][c:16]1[c:17](=[O:24])[n:18]([CH3:23])[cH:19][c:20]([Br:22])[cH:21]1.[C:25](=[O:26])([O-:27])[O-:28].[CH3:1][N:2]1[CH2:3][CH2:4][CH:5]([c:8]2[cH:9][cH:10][c:11]([NH2:14])[n:12][cH:13]2)[CH2:6][CH2:7]1.[Cl:93][CH2:94][Cl:95].[Cs+:29].[Cs+:30].[O:31]1[CH2:32][CH2:33][O:34][CH2:35][CH2:36]1.[O:39]=[C:40]([CH:41]=[CH:42][c:43]1[cH:44][cH:45][cH:46][cH:47][cH:48]1)[CH:49]=[CH:50][c:51]1[cH:52][cH:53][cH:54][cH:55][cH:56]1.[O:57]=[C:58]([CH:59]=[CH:60][c:61]1[cH:62][cH:63][cH:64][cH:65][cH:66]1)[CH:67]=[CH:68][c:69]1[cH:70][cH:71][cH:72][cH:73][cH:74]1.[O:75]=[C:76]([CH:77]=[CH:78][c:79]1[cH:80][cH:81][cH:82][cH:83][cH:84]1)[CH:85]=[CH:86][c:87]1[cH:88][cH:89][cH:90][cH:91][cH:92]1.[Pd:37].[Pd:38]>>[CH3:1][N:2]1[CH2:3][CH2:4][CH:5]([c:8]2[cH:9][cH:10][c:11]([NH:14][c:16]3[c:17](=[O:24])[n:18]([CH3:23])[cH:19][c:20]([Br:22])[cH:21]3)[n:12][cH:13]2)[CH2:6][CH2:7]1. Reactants: CC(=O)O (AcOH), C1(=CC=CC=C1)C=1N=C(OC1C1=CC=CC=C1)[C@@H]1N(C[C@@H](C1)O)C(=O)OCC1=CC=CC=C1 (benzyl (2R, 4R)-2-(4,5-diphenyloxazol-2-yl)-4-hydroxypyrrolidine-1-carboxylate), C1(=CC=CC=C1)P(C1=CC=CC=C1)C1=CC=CC=C1 (triphenylphosphine), N(=NC(=O)OCC)C(=O)OCC (diethyl azodicarboxylate). Solvent: C1CCOC1 (THF). Reaction conditions: time 30 minute. Product: C(C)(=O)O[C@H]1C[C@@H](N(C1)C(=O)OCC1=CC=CC=C1)C=1OC(=C(N1)C1=CC=CC=C1)C1=CC=CC=C1 (benzyl (2R, 4S)-4-acetoxy-2-(4,5-diphenyloxazol-2-yl)pyrrolidine-1-carboxylate). Reaction SMILES: [C:1]1([C:7]2[N:8]=[C:9]([C@H:18]3[CH2:22][C@@H:21]([OH:23])[CH2:20][N:19]3[C:24]([O:26][CH2:27][C:28]3[CH:33]=[CH:32][CH:31]=[CH:30][CH:29]=3)=[O:25])[O:10][C:11]=2[C:12]2[CH:17]=[CH:16][CH:15]=[CH:14][CH:13]=2)[CH:6]=[CH:5][CH:4]=[CH:3][CH:2]=1.C1(P(C2C=CC=CC=2)C2C=CC=CC=2)C=CC=CC=1.N(C(OCC)=O)=NC([O:57][CH2:58][CH3:59])=O.CC(O)=O>C1COCC1>[C:58]([O:23][C@@H:21]1[CH2:20][N:19]([C:24]([O:26][CH2:27][C:28]2[CH:29]=[CH:30][CH:31]=[CH:32][CH:33]=2)=[O:25])[C@@H:18]([C:9]2[O:10][C:11]([C:12]3[CH:13]=[CH:14][CH:15]=[CH:16][CH:17]=3)=[C:7]([C:1]3[CH:2]=[CH:3][CH:4]=[CH:5][CH:6]=3)[N:8]=2)[CH2:22]1)(=[O:57])[CH3:59]. Procedure details: To a mixture of benzyl (2R, 4R)-2-(4,5-diphenyloxazol-2-yl)-4-hydroxypyrrolidine-1-carboxylate (1.50 g) and triphenylphosphine (1.43 g) in THF (15 mL) was added diethyl azodicarboxylate (0.86 mL) at 5° C., and the mixture was stirred at the same temperature for 30 minutes. To the mixture was added AcOH (0.29 mL) at 5° C., and the mixture was stirred at room temperature for 3 hours. The reaction mixture was evaporated, and the residue was dissolved in EtOAc, washed with saturated sodium hydrogen ... Yields the product BrC=1N(N=C2C1N=CC=C2)CC (3-Bromo-2-ethyl-2H-pyrazolo[4,3-b]pyridine). Reaction SMILES: [CH2:1](O)[CH3:2].C1(P(C2C=CC=CC=2)C2C=CC=CC=2)C=CC=CC=1.[Br:23][C:24]1[C:28]2=[N:29][CH:30]=[CH:31][CH:32]=[C:27]2[NH:26][N:25]=1.CC(OC(/N=N/C(OC(C)C)=O)=O)C>C1COCC1.O.C1(C)C=CC=CC=1>[Br:23][C:24]1[N:25]([CH2:1][CH3:2])[N:26]=[C:27]2[CH:32]=[CH:31][CH:30]=[N:29][C:28]=12. The solvent is C1(=CC=CC=C1)C (toluene), C1CCOC1 (THF), O (water). Starting materials: CC(C)OC(=O)/N=N/C(=O)OC(C)C (DIAD), C(C)O (ethanol), C1(=CC=CC=C1)P(C1=CC=CC=C1)C1=CC=CC=C1 (triphenylphosphine), BrC1=NNC=2C1=NC=CC2 (3-bromo-1H-pyrazolo[4,3-b]pyridine). Procedure: To a solution of ethanol (0.118 ml) and triphenylphosphine (530 mg) in THF (3 ml) was added 3-bromo-1H-pyrazolo[4,3-b]pyridine (200 mg), and the mixture was heated at 50° C. A toluene solution (1.9 M, 1.06 ml) of DIAD was added dropwise at 50° C., and the mixture was stirred for 30 min. The reaction mixture was cooled to room temperature, water was added, and the mixture was extracted with ethyl acetate. The extract was washed with saturated brine, dried over anhydrous magnesium sulfate, and the... Conditions: temperature 50 celsius, time 30 minute. The reactants are C(C1=CC=CC=C1)OC1=C(C=C(C=C1)OCC1=CC=CC=C1)O (2,5-bis(benzyloxy)phenol), BrCC(=O)C1=CC=CC=C1 (2-bromoacetophenone), C(O)([O-])=O.[K+] (potassium hydrogen-carbonate), C1COCCOCCOCCOCCOCCO1 (18-Crown-6). Solvent: C(C)#N (acetonitrile). Reaction conditions: temperature 22 celsius. The product is C(C1=CC=CC=C1)OC1=C(OCC(=O)C2=CC=CC=C2)C=C(C=C1)OCC1=CC=CC=C1 (2-[2,5-Bis(benzyloxy)phenoxy]-1-phenylethanone). RXN SMILES: [CH2:1]([O:8][C:9]1[CH:14]=[CH:13][C:12]([O:15][CH2:16][C:17]2[CH:22]=[CH:21][CH:20]=[CH:19][CH:18]=2)=[CH:11][C:10]=1[OH:23])[C:2]1[CH:7]=[CH:6][CH:5]=[CH:4][CH:3]=1.Br[CH2:25][C:26]([C:28]1[CH:33]=[CH:32][CH:31]=[CH:30][CH:29]=1)=[O:27].C(=O)([O-])O.[K+].C1OCCOCCOCCOCCOCCOC1>C(#N)C>[CH2:1]([O:8][C:9]1[CH:14]=[CH:13][C:12]([O:15][CH2:16][C:17]2[CH:22]=[CH:21][CH:20]=[CH:19][CH:18]=2)=[CH:11][C:10]=1[O:23][CH2:25][C:26]([C:28]1[CH:33]=[CH:32][CH:31]=[CH:30][CH:29]=1)=[O:27])[C:2]1[CH:3]=[CH:4][CH:5]=[CH:6][CH:7]=1 |f:2.3|. Reported procedure: A mixture of 2,5-bis(benzyloxy)phenol (0.28 g), 2-bromoacetophenone (0.22 g), potassium hydrogen-carbonate (0.25 g) and 18-Crown-6 (3 mg) in acetonitrile (4.2 ml) was stirred at 22° C. for one week. The mixture was filtered and evaporated to dryness under reduced pressure. The residue was triturated with the mixture of ether (8.2 ml) and water (1.4 ml) at the ice bath temperature. The product was collected by filtration, washed with cold ether and dried under reduced pressure. Yield is 0.14 g. 1... The reactants are C(C)C1CC(NN=C1C1=CC2=C(N=C(O2)C2=CC=C(C=C2)O)C=C1)=O (5-ethyl-6-[2-(4-hydroxy-phenyl)-benzoxazol-6-yl]-4,5-dihydro-2H-pyridazin-3-one), ClCC(C)N1CCCC1 (1-(2-chloro-1-methylethyl)pyrrolidine), Cl (HCl), C([O-])([O-])=O.[K+].[K+] (potassium carbonate). Solvent: CN(C)C=O (DMF). Product: C(C)C1CC(NN=C1C1=CC2=C(N=C(O2)C2=CC=C(C=C2)OCC(C)N2CCCC2)C=C1)=O (5-ethyl-6-{2-[4-(2-pyrrolidin-1-yl-propoxy)-phenyl]-benzoxazol-6-yl}-4,5-dihydro-2H-pyridazin-3-one). Reaction SMILES: [CH2:1]([CH:3]1[C:8]([C:9]2[CH:24]=[CH:23][C:12]3[N:13]=[C:14]([C:16]4[CH:21]=[CH:20][C:19]([OH:22])=[CH:18][CH:17]=4)[O:15][C:11]=3[CH:10]=2)=[N:7][NH:6][C:5](=[O:25])[CH2:4]1)[CH3:2].Cl[CH2:27][CH:28]([N:30]1[CH2:34][CH2:33][CH2:32][CH2:31]1)[CH3:29].Cl.C(=O)([O-])[O-].[K+].[K+]>CN(C=O)C>[CH2:1]([CH:3]1[C:8]([C:9]2[CH:24]=[CH:23][C:12]3[N:13]=[C:14]([C:16]4[CH:21]=[CH:20][C:19]([O:22][CH2:27][CH:28]([N:30]5[CH2:34][CH2:33][CH2:32][CH2:31]5)[CH3:29])=[CH:18][CH:17]=4)[O:15][C:11]=3[CH:10]=2)=[N:7][NH:6][C:5](=[O:25])[CH2:4]1)[CH3:2] |f:3.4.5|. Reported procedure: 40 mg (119 μmol) 5-ethyl-6-[2-(4-hydroxy-phenyl)-benzoxazol-6-yl]-4,5-dihydro-2H-pyridazin-3-one, 23.5 mg (128 μmol) 1-(2-chloro-1-methylethyl)pyrrolidine×HCl, 50 mg (362 μmol) potassium carbonate and 2 ml DMF are heated together for 6 h to 80° C. Then the mixture is extracted with 10% sodium carbonate solution and EA. The org. phase is washed with sat. saline solution, dried on sodium sulphate and then the solv. is totally eliminated i.V. The residue is separated by semipreparative HPLC-MS. (xB...